describe an organic reaction: reactants, conditions, products, and yield From a dataset of the Open Reaction Database (ORD), a public repository of structured organic reaction records. Run in C=1(C(=CC=CC1)C)C (xylene). Product: BrC1=CC=C2C=C(NC2=C1)C(=O)OCC (ethyl 6-bromo-1H-indole-2-carboxylate). Reaction SMILES: [N:1](/[C:4](=[CH:10]\[C:11]1[CH:16]=[CH:15][C:14]([Br:17])=[CH:13][CH:12]=1)/[C:5]([O:7][CH2:8][CH3:9])=[O:6])=[N+]=[N-]>C1(C)C(C)=CC=CC=1>[Br:17][C:14]1[CH:15]=[C:16]2[C:11]([CH:10]=[C:4]([C:5]([O:7][CH2:8][CH3:9])=[O:6])[NH:1]2)=[CH:12][CH:13]=1. Isolated yield 56.8%. The reactants are N(=[N+]=[N-])\C(\C(=O)OCC)=C/C1=CC=C(C=C1)Br (ethyl (Z)-2-azido-3-(4-bromophenyl)acrylate). Reported procedure: A solution of ethyl (Z)-2-azido-3-(4-bromophenyl)acrylate (6.24 g) in xylene (200 ml) was heated at reflux for 4 hours. After cooling to room temperature, the reaction mixture was concentrated under reduced pressure, and the precipitated crystals were collected by filtration. The crystals were washed with xylene and hexane to obtain ethyl 6-bromo-1H-indole-2-carboxylate (3.21 g) as colorless crystals. Starting materials: COC(C1=CC(=C(C=C1)Cl)N)=O (4-Chloro-3-aminobenzoic acid methyl ester), NC(=O)N (urea), C(C)(=O)[O-].[Na+] (sodium acetate), SCC(=O)O (mercaptoacetic acid), N(=O)[O-].[Na+] (sodium nitrite). The solvent is Cl (hydrochloric acid), O (water), O (water), C(C)(=O)OCC (Ethyl acetate), Cl (hydrochloric acid), C(C)(=O)OCC (ethyl acetate), O (water). The product is COC(C1=CC(=C(C=C1)Cl)SCC(=O)O)=O (4-chloro-3-[(carboxymethyl)thio]benzoic acid methyl ester). As a reaction SMILES: [CH3:1][O:2][C:3](=[O:12])[C:4]1[CH:9]=[CH:8][C:7]([Cl:10])=[C:6](N)[CH:5]=1.N([O-])=O.[Na+].NC(N)=O.C([O-])(=O)C.[Na+].[SH:26][CH2:27][C:28]([OH:30])=[O:29]>Cl.O.C(OCC)(=O)C>[CH3:1][O:2][C:3](=[O:12])[C:4]1[CH:9]=[CH:8][C:7]([Cl:10])=[C:6]([S:26][CH2:27][C:28]([OH:30])=[O:29])[CH:5]=1 |f:1.2,4.5|. Procedure details: 4-Chloro-3-aminobenzoic acid methyl ester (7.0 g) was suspended in a mixture of hydrochloric acid (1 M, 85 mL) and water (170 mL). A solution of sodium nitrite (2.59 g) in water (40 mL) was slowly added to the suspension at 0-5° C. temperature. After 40 min stirring at 0-5° C. solid urea (3.8 g) was added and dissolved by stirring. After 5 min a cold solution containing sodium acetate (12.7 g) and mercaptoacetic acid (13.0 mL) in water (85 mL) was added. Ethyl acetate (300 mL) was added and the ... Starting materials: C(C)C1=CC(=C(C(=O)OC)C=C1)C (Methyl 4-ethyl-2-methylbenzoate). The solvent is [OH-].[Na+] (NaOH). Conditions: temperature 60 celsius. The product is C(C)C1=CC(=C(C(=O)O)C=C1)C (4-Ethyl-2-methylbenzoic acid). Reaction SMILES: [CH2:1]([C:3]1[CH:12]=[CH:11][C:6]([C:7]([O:9]C)=[O:8])=[C:5]([CH3:13])[CH:4]=1)[CH3:2]>[OH-].[Na+]>[CH2:1]([C:3]1[CH:12]=[CH:11][C:6]([C:7]([OH:9])=[O:8])=[C:5]([CH3:13])[CH:4]=1)[CH3:2] |f:1.2|. Reported procedure: Methyl 4-ethyl-2-methylbenzoate (example 10c) (2.37 g) was dissolved in aq. NaOH (1M, 40 mL) and the solution heated at 60° C. overnight. The mixture was washed with hexanes and the aqueous layer was acidified with 6N HCl to pH 2. The title product was obtained as a white precipitate, following filtration and drying (2.17 g, 80%). Starting materials: NCc1cn(-c2ccccc2)c2cc(Cl)ccc2c1=O, O=C(O)c1ccc(-c2cnco2)cc1. The product is O=C(NCc1cn(-c2ccccc2)c2cc(Cl)ccc2c1=O)c1ccc(-c2cnco2)cc1. As a reaction SMILES: [NH2:1][CH2:2][c:3]1[cH:4][n:5](-[c:15]2[cH:16][cH:17][cH:18][cH:19][cH:20]2)[c:6]2[cH:7][c:8]([Cl:14])[cH:9][cH:10][c:11]2[c:12]1=[O:13].[o:21]1[cH:22][n:23][cH:24][c:25]1-[c:26]1[cH:27][cH:28][c:29]([C:30](=[O:31])[OH:32])[cH:33][cH:34]1>>[NH:1]([CH2:2][c:3]1[cH:4][n:5](-[c:15]2[cH:16][cH:17][cH:18][cH:19][cH:20]2)[c:6]2[cH:7][c:8]([Cl:14])[cH:9][cH:10][c:11]2[c:12]1=[O:13])[C:30]([c:29]1[cH:28][cH:27][c:26](-[c:25]2[o:21][cH:22][n:23][cH:24]2)[cH:34][cH:33]1)=[O:31]. The reactants are ice, N([C@@H](CC1=CC=CC=C1)C(=O)N[C@@H](CCSC)C(=O)OC)C(=O)OC(C)(C)C (Boc-Phe-Met-OCH3), C1(=CC=CC=C1)OC (anisole), Cl (hydrogen chloride). Run in CCCCCC (hexane), CCOC(=O)C (EtOAc), CCOC(=O)C (EtOAc). Product: N[C@@H](CC1=CC=CC=C1)C(=O)N[C@@H](CCSC)C(=O)OC.Cl (H-Phe-Met-OCH3.HCl). As a reaction SMILES: [NH:1](C(OC(C)(C)C)=O)[C@H:2]([C:10]([NH:12][C@H:13]([C:18]([O:20][CH3:21])=[O:19])[CH2:14][CH2:15][S:16][CH3:17])=[O:11])[CH2:3][C:4]1[CH:9]=[CH:8][CH:7]=[CH:6][CH:5]=1.C1(OC)C=CC=CC=1.[ClH:37]>CCOC(C)=O.CCCCCC>[NH2:1][C@H:2]([C:10]([NH:12][C@H:13]([C:18]([O:20][CH3:21])=[O:19])[CH2:14][CH2:15][S:16][CH3:17])=[O:11])[CH2:3][C:4]1[CH:9]=[CH:8][CH:7]=[CH:6][CH:5]=1.[ClH:37] |f:5.6|. Procedure details: To an ice cold solution of 16.42 g of Boc-Phe-Met-OCH3 and 21.7 ml of anisole in 200 ml of EtOAc was introduced hydrogen chloride for 30 min. Evaporation of the solution gave a residue which was dissolved in 100 ml of EtOAc and diluted with 400 ml of hexane to give H-Phe-Met-OCH3.HCl which was used without further purification. The reactants are OCCc1ccccc1Br, C#Cc1ccc(CCC(=O)OC)cc1. The product is COC(=O)CCc1ccc(C#Cc2ccccc2CCO)cc1. RXN SMILES: [Br:15][c:16]1[c:17]([CH2:18][CH2:19][OH:20])[cH:21][cH:22][cH:23][cH:24]1.[C:1](#[CH:2])[c:3]1[cH:4][cH:5][c:6]([CH2:9][CH2:10][C:11](=[O:12])[O:13][CH3:14])[cH:7][cH:8]1>>[C:1](#[C:2][c:16]1[c:17]([CH2:18][CH2:19][OH:20])[cH:21][cH:22][cH:23][cH:24]1)[c:3]1[cH:4][cH:5][c:6]([CH2:9][CH2:10][C:11](=[O:12])[O:13][CH3:14])[cH:7][cH:8]1.